This data is from the Open Reaction Database (ORD), a public repository of structured organic reaction records. The task is: describe an organic reaction: reactants, conditions, products, and yield Starting materials: CC(C)(C)OC(=O)N1CCN(C(=O)c2ccccc2Br)CC1, C1CNCCN1. The product is CC(C)(C)OC(=O)N1CCN(C(=O)c2ccccc2N2CCNCC2)CC1. Reaction SMILES: [C:1](=[O:2])([O:3][C:4]([CH3:5])([CH3:6])[CH3:7])[N:8]1[CH2:9][CH2:10][N:11]([C:14]([c:15]2[c:16]([Br:21])[cH:17][cH:18][cH:19][cH:20]2)=[O:22])[CH2:12][CH2:13]1.[CH2:23]1[CH2:24][NH:25][CH2:26][CH2:27][NH:28]1>>[C:1](=[O:2])([O:3][C:4]([CH3:5])([CH3:6])[CH3:7])[N:8]1[CH2:9][CH2:10][N:11]([C:14]([c:15]2[c:16]([N:25]3[CH2:24][CH2:23][NH:28][CH2:27][CH2:26]3)[cH:17][cH:18][cH:19][cH:20]2)=[O:22])[CH2:12][CH2:13]1. Starting materials: Br.CC1CC(CCNC1)=O (6-methylazepan-4-one hydrobromic acid), BrBr (bromine). Solvent: C(C)(=O)O (acetic acid), C(C)(=O)O (acetic acid). Run at time 1.5 hour. The product is Br.BrC1C(CCNCC1C)=O (5-Bromo-6-methylazepan-4-one hydrobromic acid). As a reaction SMILES: [BrH:1].[CH3:2][CH:3]1[CH2:9][NH:8][CH2:7][CH2:6][C:5](=[O:10])[CH2:4]1.BrBr>C(O)(=O)C>[BrH:1].[Br:1][CH:4]1[CH:3]([CH3:2])[CH2:9][NH:8][CH2:7][CH2:6][C:5]1=[O:10] |f:0.1,4.5|. Procedure details: 6-methylazepan-4-one hydrobromic acid was dissolved in 100 mL acetic acid. A solution of 3.2 mL bromine in 10 mL acetic acid was added. The mixture was stirred for 1.5 h at RT. The volatiles were removed in vacuo and the residue was crystallized with acetonitrile to yield 18.5 g of the desired product. (M+H)+: 228 Reactants: O1C(NC2=NC=CC=C21)=O (3H-oxazolo[4,5-b]pyridin-2-one), N(=C=O)CCCCCCCCCCCC (1-isocyanatododecane). The solvent is O1CCOCC1 (dioxane). The product is O=C1OC=2C(=NC=CC2)N1.CCC(CCCCCCCCC)C(=O)N (2-Oxo-oxazolo[4,5-b]pyridin 3-dodecylcarboxamide). Reaction SMILES: [O:1]1[C:9]2[C:4](=[N:5][CH:6]=[CH:7][CH:8]=2)[NH:3][C:2]1=[O:10].N([CH2:14][CH2:15][CH2:16][CH2:17][CH2:18][CH2:19][CH2:20][CH2:21][CH2:22][CH2:23][CH2:24][CH3:25])=C=O>O1CCOCC1>[O:10]=[C:2]1[NH:3][C:4]2=[N:5][CH:6]=[CH:7][CH:8]=[C:9]2[O:1]1.[CH3:25][CH2:24][CH:23]([C:2]([NH2:3])=[O:1])[CH2:22][CH2:21][CH2:20][CH2:19][CH2:18][CH2:17][CH2:16][CH2:15][CH3:14] |f:3.4|. Reported procedure: 100 mg (0.735 mmol) of 3H-oxazolo[4,5-b]pyridin-2-one were reacted in analogy to Example 1 with 155.3 mg (0.735 mmol) of 1-isocyanatododecane in dioxane at 80° C. Yield: 33 mg (13%), M+H+: 348.25. The reactants are [Al+3], [Cl-], [Cl-], [Cl-], COC(=O)C(=O)Cl, ClCCl, c1cc2[nH]ccc2cn1. Product: COC(=O)C(=O)c1c[nH]c2ccncc12. As a reaction SMILES: [Al+3:2].[Cl-:1].[Cl-:3].[Cl-:4].[Cl:14][C:15]([C:16](=[O:17])[O:18][CH3:19])=[O:20].[Cl:21][CH2:22][Cl:23].[nH:5]1[cH:6][cH:7][c:8]2[cH:9][n:10][cH:11][cH:12][c:13]12>>[nH:5]1[cH:6][c:7]([C:15]([C:16](=[O:17])[O:18][CH3:19])=[O:20])[c:8]2[cH:9][n:10][cH:11][cH:12][c:13]12. Conditions: temperature 37.5 celsius. Reported procedure: A solution of {3-[4-(1-methyl-6-nitro-1H-indol-3-yl)-2,5-dioxo-2,5-dihydro-1H-pyrrol-3-yl]-indol-1-yl}-phosphonic acid dibenzyl ester (50 mg, 0.08 mmol) (from step a) above) in a mixture of THF/ethanol (3 ml/6 ml) was treated with 10% Pd/C (75 mg) and 1,4-cyclohexadiene (0.5 ml) and warmed to 35-40° C. for 2 hr. The reaction was cooled, filtered through celite and evaporated to dryness. Crystals were obtained from THF/hexane to yielding 20 mg of {3-[4-(1-methyl-6-nitro-1H-indol-3-yl)-2,5-dioxo-2... Reactants: C(C1=CC=CC=C1)OP(OCC1=CC=CC=C1)(=O)N1C=C(C2=CC=CC=C12)C=1C(NC(C1C1=CN(C2=CC(=CC=C12)[N+](=O)[O-])C)=O)=O ({3-[4-(1-methyl-6-nitro-1H-indol-3-yl)-2,5-dioxo-2,5-dihydro-1H-pyrrol-3-yl]-indol-1-yl}-phosphonic acid dibenzyl ester), C1=CCC=CC1 (1,4-cyclohexadiene). The product is CN1C=C(C2=CC=C(C=C12)[N+](=O)[O-])C1=C(C(NC1=O)=O)C1=CN(C2=CC=CC=C12)P(O)(O)=O ({3-[4-(1-methyl-6-nitro-1H-indol-3-yl)-2,5-dioxo-2,5-dihydro-1H-pyrrol-3-yl]-indol-1-yl}-phosphonic acid). Run in C1CCOC1.C(C)O (THF ethanol). RXN SMILES: C([O:8][P:9]([N:19]1[C:27]2[C:22](=[CH:23][CH:24]=[CH:25][CH:26]=2)[C:21]([C:28]2[C:29](=[O:47])[NH:30][C:31](=[O:46])[C:32]=2[C:33]2[C:41]3[C:36](=[CH:37][C:38]([N+:42]([O-:44])=[O:43])=[CH:39][CH:40]=3)[N:35]([CH3:45])[CH:34]=2)=[CH:20]1)(=[O:18])[O:10]CC1C=CC=CC=1)C1C=CC=CC=1.C1CC=CCC=1>C1COCC1.C(O)C.[Pd]>[CH3:45][N:35]1[C:36]2[C:41](=[CH:40][CH:39]=[C:38]([N+:42]([O-:44])=[O:43])[CH:37]=2)[C:33]([C:32]2[C:31](=[O:46])[NH:30][C:29](=[O:47])[C:28]=2[C:21]2[C:22]3[C:27](=[CH:26][CH:25]=[CH:24][CH:23]=3)[N:19]([P:9](=[O:8])([OH:18])[OH:10])[CH:20]=2)=[CH:34]1 |f:2.3|. Yield: 53.6%. The reagents and catalysts are [Pd] (Pd/C). The reactants are ClCCC1N(C2=C(C(N(C1)CC)=O)C=CC=C2)C (2-(2-chloroethyl)-4-ethyl-1-methyl-1,2,3,4-tetrahydro-5H-1,4-benzodiazepin-5-one), CNC (dimethylamine). The solvent is C(C)O (ethanol). Product: CN(CCC1N(C2=C(C(N(C1)CC)=O)C=CC=C2)C)C (2-(2-Dimethylaminoethyl)-4-ethyl-1-methyl-1,2,3,4-tetrahydro-5H-1,4-benzodiazepin-5-one). Reaction SMILES: Cl[CH2:2][CH2:3][CH:4]1[CH2:10][N:9]([CH2:11][CH3:12])[C:8](=[O:13])[C:7]2[CH:14]=[CH:15][CH:16]=[CH:17][C:6]=2[N:5]1[CH3:18].[CH3:19][NH:20][CH3:21]>C(O)C>[CH3:19][N:20]([CH3:21])[CH2:2][CH2:3][CH:4]1[CH2:10][N:9]([CH2:11][CH3:12])[C:8](=[O:13])[C:7]2[CH:14]=[CH:15][CH:16]=[CH:17][C:6]=2[N:5]1[CH3:18]. Reported procedure: A solution of 30 g (0.112 mole) of 2-(2-chloroethyl)-4-ethyl-1-methyl-1,2,3,4-tetrahydro-5H-1,4-benzodiazepin-5-one and 10 g (0.224 mole) of dimethylamine in 300 ml of ethanol was heated at 125° C. for 8 hrs and concentrated. The residue was partitioned between chloroform and dilute sodium hydroxide. The chloroform was dried over anhydrous sodium sulfate, concentrated and distilled. Yield of product was 20.5 g (66.5%), b.p. 175°-178°/0.1 mm.